describe an organic reaction: reactants, conditions, products, and yield From a dataset of the Open Reaction Database (ORD), a public repository of structured organic reaction records. Starting materials: CC(C(=O)O)c1cc(C(F)(F)F)cc(C(F)(F)F)c1, ClCCl, Cl, O=C1OCCN1P(=O)(Cl)N1CCOC1=O, NC1(c2ccccc2)CCC(=O)CC1, c1ccncc1. Product: CC(C(=O)NC1(c2ccccc2)CCC(=O)CC1)c1cc(C(F)(F)F)cc(C(F)(F)F)c1. Reaction SMILES: [CH3:16][CH:17]([C:18](=[O:19])[OH:20])[c:21]1[cH:22][c:23]([C:31]([F:32])([F:33])[F:34])[cH:24][c:25]([C:27]([F:28])([F:29])[F:30])[cH:26]1.[Cl:56][CH2:57][Cl:58].[ClH:41].[O:1]=[C:2]1[N:3]([P:4]([Cl:5])([N:6]2[CH2:7][CH2:8][O:9][C:10]2=[O:11])=[O:12])[CH2:13][CH2:14][O:15]1.[O:42]=[C:43]1[CH2:44][CH2:45][C:46]([c:49]2[cH:50][cH:51][cH:52][cH:53][cH:54]2)([NH2:55])[CH2:47][CH2:48]1.[cH:35]1[cH:36][cH:37][n:38][cH:39][cH:40]1>>[CH3:16][CH:17]([C:18](=[O:19])[NH:55][C:46]1([c:49]2[cH:50][cH:51][cH:52][cH:53][cH:54]2)[CH2:45][CH2:44][C:43](=[O:42])[CH2:48][CH2:47]1)[c:21]1[cH:22][c:23]([C:31]([F:32])([F:33])[F:34])[cH:24][c:25]([C:27]([F:28])([F:29])[F:30])[cH:26]1. Reactants: O[C@H](C)[C@@H]1[C@@H]2N(C(=C(C2)C2=CN3C(S2)=CN=C3)C(=O)OCC3=CC=C(C=C3)[N+](=O)[O-])C1=O (4-nitrobenzyl (5R,6S)-6-((1R)-1-hydroxyethyl)-2-(imidazo[5,1-b]thiazol-2-yl)-1-carbapen-2-em-3-carboxylate), ( 1/15 ), P(=O)([O-])([O-])[O-] (phosphate). Reagents/catalysts: [Pd] (Pd-C). Run in C1CCOC1 (THF). Reaction conditions: time 2 hour. Yields the product O[C@H](C)[C@@H]1[C@@H]2N(C(=C(C2)C2=CN3C(S2)=CN=C3)C(=O)O)C1=O ((5R,6S)-6-((1R)-1-hydroxyethyl)-2-(imidazo[5,1-b]thiazol-2-yl)-1-carbapen-2-em-3-carboxylic Acid). Yield: 19.8%. As a reaction SMILES: [OH:1][C@@H:2]([C@H:4]1[C:31](=[O:32])[N:6]2[C:7]([C:18]([O:20]CC3C=CC([N+]([O-])=O)=CC=3)=[O:19])=[C:8]([C:10]3[S:14][C:13]4=[CH:15][N:16]=[CH:17][N:12]4[CH:11]=3)[CH2:9][C@H:5]12)[CH3:3].P([O-])([O-])([O-])=O>C1COCC1.[Pd]>[OH:1][C@@H:2]([C@H:4]1[C:31](=[O:32])[N:6]2[C:7]([C:18]([OH:20])=[O:19])=[C:8]([C:10]3[S:14][C:13]4=[CH:15][N:16]=[CH:17][N:12]4[CH:11]=3)[CH2:9][C@H:5]12)[CH3:3]. Reported procedure: To a solution of 41 mg of 4-nitrobenzyl (5R,6S)-6-((1R)-1-hydroxyethyl)-2-(imidazo[5,1-b]thiazol-2-yl)-1-carbapen-2-em-3-carboxylate in 2 ml of THF and 2 ml of {fraction (1/15)} M phosphate buffer (pH 6.8) was added 61 mg of 10% Pd-C. The reactor was purged with hydrogen, and the reaction mixture was stirred at room temperature for 2 hours. The catalyst was removed by filtration on Celite and washed with water. The filtrate was washed with ethyl acetate, and the aqueous layer was purified by col... Reactants: ClC1=CC=C(C=C1)S(=O)(=O)N[C@@H](C(CC(F)(F)F)CC(F)(F)F)CO (4-chloro-N-[(1S)-4,4,4-trifluoro-1-hydroxymethyl-2-(2,2,2-trifluoroethyl)-butyl]benzenesulfonamide), C1(=CC=CC=C1)P(C1=CC=CC=C1)C1=CC=CC=C1 (triphenylphosphine), ( a ), FC(CCI)(F)F (1,1,1-trifluoro-3-iodopropane). Reaction SMILES: ClC1C=CC(S(N[C@H](CO)C(CC(F)(F)F)CC(F)(F)F)(=O)=O)=CC=1.[F:26][C:27]([F:32])([F:31])[CH2:28][CH2:29][I:30].[C:33]1([P:39]([C:46]2[CH:51]=[CH:50][CH:49]=[CH:48][CH:47]=2)[C:40]2[CH:45]=[CH:44][CH:43]=[CH:42][CH:41]=2)[CH:38]=[CH:37][CH:36]=[CH:35][CH:34]=1>>[I-:30].[F:26][C:27]([F:32])([F:31])[CH2:28][CH2:29][P+:39]([C:40]1[CH:41]=[CH:42][CH:43]=[CH:44][CH:45]=1)([C:46]1[CH:51]=[CH:50][CH:49]=[CH:48][CH:47]=1)[C:33]1[CH:34]=[CH:35][CH:36]=[CH:37][CH:38]=1 |f:3.4|. Product: [I-].FC(CC[P+](C1=CC=CC=C1)(C1=CC=CC=C1)C1=CC=CC=C1)(F)F ((3,3,3-trifluoropropyl)-triphenylphosphonium iodide). Procedure details: In another embodiment, a method for preparing 4-chloro-N-[(1S)-4,4,4-trifluoro-1-hydroxymethyl-2-(2,2,2-trifluoroethyl)-butyl]benzenesulfonamide is provided and includes (a) reacting 1,1,1-trifluoro-3-iodopropane with triphenylphosphine to form (3,3,3-trifluoropropyl)-triphenylphosphonium iodide; (b) reacting (3,3,3-trifluoropropyl)-triphenylphosphonium iodide and a base at a temperature of −70° C. to 25° C.; (c) reacting the product of step (b) with ethylchloroformate at a temperature below abo... Starting materials: NC1=NC2=CC=C(C=C2C(=N1)C(=O)N1CC2=CC=CC=C2C1)C1=C(C=C(C(=C1)F)F)CO ([2-amino-6-(4,5-difluoro-2-hydroxymethylphenyl)quinazolin-4-yl]-(1,3-dihydroisoindol-2-yl)methanone), Cl (HCl), C(=O)(N1C=NC=C1)N1C=NC=C1 (1,1′-carbonyldiimidazole), C([O-])(O)=O (bicarbonate), CN1CCNCC1 (N-methylpiperazine). Solvent: N1=CC=CC=C1 (pyridine), N1=CC=CC=C1 (pyridine). Reaction conditions: temperature 0 celsius, time 2 hour. Product: CN1CCN(CC1)C(=O)OCC1=C(C=C(C(=C1)F)F)C=1C=C2C(=NC(=NC2=CC1)N)C(=O)N1CC2=CC=CC=C2C1 (2-[2-Amino-4-(1,3-dihydroisoindole-2-carbonyl)quinazolin-6-yl]-4,5-difluorobenzyl 4-methylpiperazine-1-carboxylate). RXN SMILES: [C:1](N1C=CN=C1)(N1C=CN=C1)=[O:2].[NH2:13][C:14]1[N:23]=[C:22]([C:24]([N:26]2[CH2:34][C:33]3[C:28](=[CH:29][CH:30]=[CH:31][CH:32]=3)[CH2:27]2)=[O:25])[C:21]2[C:16](=[CH:17][CH:18]=[C:19]([C:35]3[CH:40]=[C:39]([F:41])[C:38]([F:42])=[CH:37][C:36]=3[CH2:43][OH:44])[CH:20]=2)[N:15]=1.[CH3:45][N:46]1[CH2:51][CH2:50][NH:49][CH2:48][CH2:47]1.Cl.C(=O)(O)[O-]>N1C=CC=CC=1>[CH3:45][N:46]1[CH2:51][CH2:50][N:49]([C:1]([O:44][CH2:43][C:36]2[CH:37]=[C:38]([F:42])[C:39]([F:41])=[CH:40][C:35]=2[C:19]2[CH:20]=[C:21]3[C:16](=[CH:17][CH:18]=2)[N:15]=[C:14]([NH2:13])[N:23]=[C:22]3[C:24]([N:26]2[CH2:27][C:28]3[C:33](=[CH:32][CH:31]=[CH:30][CH:29]=3)[CH2:34]2)=[O:25])=[O:2])[CH2:48][CH2:47]1. Procedure details: 400 mg of 1,1′-carbonyldiimidazole are dissolved in 10 ml of pyridine and cooled to 0° C. A solution of 1.0 g of [2-amino-6-(4,5-difluoro-2-hydroxymethylphenyl)quinazolin-4-yl]-(1,3-dihydroisoindol-2-yl)methanone dissolved in 10 ml of pyridine is added. The mixture is subsequently stirred at 0° C. for 2 h and at 25° C. for 2 h. 300 μl of N-methylpiperazine are then added, and the mixture is stirred at 25° C. for a further 18 h. The mixture is added to 250 ml of 1 N HCl, neutralised using bicarbo... Starting materials: CC(Oc1cc(-n2cnc3cc(CO[Si](C)(C)C(C)(C)C)ncc32)sc1C(N)=O)c1ccccc1F, CCCC[N+](CCCC)(CCCC)CCCC, C1CCOC1, [F-]. Yields the product CC(Oc1cc(-n2cnc3cc(CO)ncc32)sc1C(N)=O)c1ccccc1F. Reaction SMILES: [C:1]([Si:2]([CH3:3])([CH3:4])[O:6][CH2:7][c:8]1[cH:9][c:10]2[c:11]([cH:12][n:13]1)[n:14](-[c:17]1[cH:18][c:19]([O:25][CH:26]([CH3:27])[c:28]3[c:29]([F:34])[cH:30][cH:31][cH:32][cH:33]3)[c:20]([C:22](=[O:23])[NH2:24])[s:21]1)[cH:15][n:16]2)([CH3:5])([CH3:35])[CH3:36].[CH2:38]([N+:39]([CH2:40][CH2:41][CH2:42][CH3:43])([CH2:44][CH2:45][CH2:46][CH3:47])[CH2:48][CH2:49][CH2:50][CH3:51])[CH2:52][CH2:53][CH3:54].[CH2:55]1[O:56][CH2:57][CH2:58][CH2:59]1.[F-:37]>>[OH:6][CH2:7][c:8]1[cH:9][c:10]2[c:11]([cH:12][n:13]1)[n:14](-[c:17]1[cH:18][c:19]([O:25][CH:26]([CH3:27])[c:28]3[c:29]([F:34])[cH:30][cH:31][cH:32][cH:33]3)[c:20]([C:22](=[O:23])[NH2:24])[s:21]1)[cH:15][n:16]2. Starting materials: OOS(=O)[O-].[K+] (OXONE), C(C)C1=CC2C(C(=COC2C=C1)C(=O)O)=O (6-ethyl-4-oxo-4a,8a-dihydro-4H-chromene-3-carboxylic acid), C(C)C=1C=C2C(C(=COC2=CC1)C=O)=O (6-ethyl-3-formyl chromone), CCOC(=O)C (EtOAc). The solvent is CN(C)C=O (DMF). Conditions: time 3 hour. Product: C(C)C1=CC2C(C(=COC2C=C1)C(=O)O)=O (6-ethyl-4-oxo-4a,8a-dihydro-4H-chromene-3-carboxylic acid), C(C)C1=CC2C(C(=COC2C=C1)O)=O (6-ethyl-3-hydroxy-4a,8a-dihydro-chromene-4-one). As a reaction SMILES: [CH2:1]([C:3]1[CH:12]=[CH:11][CH:10]2[CH:5]([C:6](=[O:16])[C:7]([C:13]([OH:15])=[O:14])=[CH:8][O:9]2)[CH:4]=1)[CH3:2].[CH2:17]([C:19]1[CH:20]=[C:21]2[C:26](=[CH:27][CH:28]=1)[O:25][CH:24]=[C:23](C=O)[C:22]2=[O:31])[CH3:18].[OH:32]OS([O-])=O.[K+].CCOC(C)=O>CN(C=O)C>[CH2:1]([C:3]1[CH:12]=[CH:11][CH:10]2[CH:5]([C:6](=[O:16])[C:7]([C:13]([OH:15])=[O:14])=[CH:8][O:9]2)[CH:4]=1)[CH3:2].[CH2:17]([C:19]1[CH:28]=[CH:27][CH:26]2[CH:21]([C:22](=[O:31])[C:23]([OH:32])=[CH:24][O:25]2)[CH:20]=1)[CH3:18] |f:2.3|. Procedure: To prepare 6-ethyl-4-oxo-4a,8a-dihydro-4H-chromene-3-carboxylic acid, 6-ethyl-3-formyl chromone (0.25 g) was dissolved in DMF (10 mL), and OXONE (0.76 g) was added and stirred at room temperature for 3 hours with the reaction having a final volume (12 mL). The reaction was monitored by TLC or GC analysis. EtOAc was added to extract the products and 1N HCl was used to dissolve the salts. The organic extract was washed with 1N HCl (30 mL×3) and brine (30 mL), dried over Na2SO4, and the solvent was... The reactants are NCC=1C(NC=NN1)=O (6-aminomethyl-4H-[1,2,4]triazin-5-one), C(C)(C)N(C(C)C)CC (N,N-diisopropylethylamine), CN(C)C=O (DMF), C1(CCC1)C(=O)Cl (cyclobutanecarbonyl chloride). Solvent: N1=CC=CC=C1 (pyridine). Reaction conditions: time 1.5 hour. Yields the product O=C1NC=NN=C1CNC(=O)C1CCC1 (Cyclobutanecarboxylic acid (5-oxo-4,5-dihydro-[1,2,4]triazin-6-ylmethyl)-amide). Reaction SMILES: [NH2:1][CH2:2][C:3]1[C:4](=[O:9])[NH:5][CH:6]=[N:7][N:8]=1.C(N(CC)C(C)C)(C)C.CN(C=O)C.[CH:24]1([C:28](Cl)=[O:29])[CH2:27][CH2:26][CH2:25]1>N1C=CC=CC=1>[O:9]=[C:4]1[C:3]([CH2:2][NH:1][C:28]([CH:24]2[CH2:27][CH2:26][CH2:25]2)=[O:29])=[N:8][N:7]=[CH:6][NH:5]1. Reported procedure: To a solution of 6-aminomethyl-4H-[1,2,4]triazin-5-one (500 mg, 3.96 mmol) and N,N-diisopropylethylamine (DIEA) (0.829 mL, 4.76 mmol) in anhydrous N,N-dimethylfomamide (DMF) (20 mL) and anhydrous pyridine (2 mL) was dropwise charged with cyclobutanecarbonyl chloride (0.451 mL, 3.96 mmol) at 0° C. then warmed to rt and stirred for an additional 1.5 h. The reaction mixture was quenched with H2O (2 mL) and concentrated in vacuo and was purified by chromatography on silica gel [eluting with 5% MeOH ... The reactants are C(C)OC(C(=O)O)N1N=C(C=C1)C1=CC=NC=C1 (ethoxy-(3-pyridin-4-yl-pyrazol-1-yl)-acetic acid), Cl.Cl.C(C1=CC=CC=C1)OC(NC(=N)C1=CC=C(C=C1)CN)=O ([(4-aminomethyl-phenyl)-imino-methyl]-carbamic acid benzyl ester dihydrochloride). Yields the product C(C1=CC=CC=C1)OC(N=C(C1=CC=C(C=C1)CNC(C(N1N=C(C=C1)C1=CC=NC=C1)OCC)=O)N)=O ((RS)-[amino-(4-{[2-ethoxy-2-(3-pyridin-4-yl-pyrazol-1-yl)-acetylamino]-methyl}-phenyl)-methylene]-carbamic acid benzyl ester). RXN SMILES: [CH2:1]([O:3][CH:4]([N:8]1[CH:12]=[CH:11][C:10]([C:13]2[CH:18]=[CH:17][N:16]=[CH:15][CH:14]=2)=[N:9]1)[C:5]([OH:7])=O)[CH3:2].Cl.Cl.[CH2:21]([O:28][C:29](=[O:41])[NH:30][C:31]([C:33]1[CH:38]=[CH:37][C:36]([CH2:39][NH2:40])=[CH:35][CH:34]=1)=[NH:32])[C:22]1[CH:27]=[CH:26][CH:25]=[CH:24][CH:23]=1>>[CH2:21]([O:28][C:29](=[O:41])[N:30]=[C:31]([NH2:32])[C:33]1[CH:34]=[CH:35][C:36]([CH2:39][NH:40][C:5](=[O:7])[CH:4]([O:3][CH2:1][CH3:2])[N:8]2[CH:12]=[CH:11][C:10]([C:13]3[CH:18]=[CH:17][N:16]=[CH:15][CH:14]=3)=[N:9]2)=[CH:37][CH:38]=1)[C:22]1[CH:27]=[CH:26][CH:25]=[CH:24][CH:23]=1 |f:1.2.3|. Reported procedure: According to general method C, ethoxy-(3-pyridin-4-yl-pyrazol-1-yl)-acetic acid was reacted with [(4-aminomethyl-phenyl)-imino-methyl]-carbamic acid benzyl ester dihydrochloride (CAS 172348-75-3) to give (RS)-[amino-(4-{[2-ethoxy-2-(3-pyridin-4-yl-pyrazol-1-yl)-acetylamino]-methyl}-phenyl)-methylene]-carbamic acid benzyl ester. White powder. MS 513.3 ([M+H]+) Reactants: C(C)=NC(C)(C)C (ethylidene-tert.-butylamine), CN(C1CCCCC1)C (dimethylcyclohexylamine), C(=O)(Cl)Cl (phosgene), Cl.CN(C1CCCCC1)C (dimethylcyclohexylamine hydrochloride), C(=O)(Cl)Cl (phosgene). Run in C(Cl)Cl (methylene chloride), O (water), C(Cl)Cl (methylene chloride). Yields the product C(=C)N(C(=O)Cl)C(C)(C)C (N-vinyl-N-tert.-butylcarbamoyl chloride). The yield is 80.0%. As a reaction SMILES: [C:1]([Cl:4])(Cl)=[O:2].[CH:5](=[N:7][C:8]([CH3:11])([CH3:10])[CH3:9])[CH3:6].CN(C)C1CCCCC1.Cl.CN(C)C1CCCCC1>O.C(Cl)Cl>[CH:5]([N:7]([C:8]([CH3:11])([CH3:10])[CH3:9])[C:1]([Cl:4])=[O:2])=[CH2:6] |f:3.4|. Reported procedure: 60 parts of phosgene are introduced into 224 parts of methylene chloride. 39.6 parts of ethylidene-tert.-butylamine, 51 parts of dimethylcyclohexylamine and 210 parts of methylene chloride are added to this solution in the course of one hour at from 0° to 5° C., whilst stirring. The mixture is then stirred for 30 minutes, after which the reaction solution is freed from excess phosgene. The mixture is now thoroughly mixed with 250 parts of water at 0° C., whereupon the dimethylcyclohexylamine hyd... Starting materials: CC(C)(C)OC(=O)N1CCC(NC(=O)OCc2ccccc2)C(O)C1, CO. Product: CC(C)(C)OC(=O)N1CCC(N)C(O)C1. Reaction SMILES: [C:1]([CH3:2])([CH3:3])([CH3:4])[O:5][C:6](=[O:7])[N:8]1[CH2:9][CH:10]([OH:25])[CH:11]([NH:14][C:15]([O:16][CH2:17][c:18]2[cH:19][cH:20][cH:21][cH:22][cH:23]2)=[O:24])[CH2:12][CH2:13]1.[CH3:26][OH:27]>>[C:1]([CH3:2])([CH3:3])([CH3:4])[O:5][C:6](=[O:7])[N:8]1[CH2:9][CH:10]([OH:25])[CH:11]([NH2:14])[CH2:12][CH2:13]1.